This data is from the Open Reaction Database (ORD), a public repository of structured organic reaction records. The task is: describe an organic reaction: reactants, conditions, products, and yield Starting materials: C=CC#N, Cc1ccccc1, O=CC1CC2C=CC1C2, [K+], [OH-]. Yields the product N#CCCC12C=CC(CC1C=O)C2. Reaction SMILES: [CH2:1]=[CH:2][C:3]#[N:4].[CH3:16][c:17]1[cH:18][cH:19][cH:20][cH:21][cH:22]1.[CH:7]12[CH:8]([CH:14]=[O:15])[CH2:9][CH:10]([CH:11]=[CH:12]1)[CH2:13]2.[K+:6].[OH-:5]>>[CH2:1]([CH2:2][C:3]#[N:4])[C:7]12[CH:8]([CH:14]=[O:15])[CH2:9][CH:10]([CH:11]=[CH:12]1)[CH2:13]2.